This data is from the Open Reaction Database (ORD), a public repository of structured organic reaction records. The task is: describe an organic reaction: reactants, conditions, products, and yield Starting materials: C(C)(C)(C)OC(CCC1=C(C=C(C=C1C)C(NO)=N)C)=O (3-[4-(N-hydroxycarbamimidoyl)-2,6-dimethyl-phenyl]-propionic acid tert-butyl ester), C(=C)C1=CC=C(C#N)C=C1 (4-vinyl-benzonitrile). The product is ONC(C1=CC=C(C=C1)C=C)=N (N-Hydroxy-4-vinyl-benzamidine). RXN SMILES: C(OC(=O)[CH2:7][CH2:8][C:9]1[C:14](C)=[CH:13][C:12]([C:16](=[NH:19])[NH:17][OH:18])=[CH:11][C:10]=1C)(C)(C)C.C(C1C=CC(C#N)=CC=1)=C>>[OH:18][NH:17][C:16](=[NH:19])[C:12]1[CH:13]=[CH:14][C:9]([CH:8]=[CH2:7])=[CH:10][CH:11]=1. Procedure details: The title compound is prepared in analogy to 3-[4-(N-hydroxycarbamimidoyl)-2,6-dimethyl-phenyl]-propionic acid tert-butyl ester (step g) starting from 4-vinyl-benzonitrile; LC-MS: tR=0.66*min, [M+1]+=162.92.